From a dataset of the Open Reaction Database (ORD), a public repository of structured organic reaction records. describe an organic reaction: reactants, conditions, products, and yield Reactants: O=C([O-])[O-], CCOC(=O)c1cc(Br)cnc1NC, C1COCCO1, [K+], [K+], O, OB(O)c1ccccc1. Yields the product CCOC(=O)c1cc(-c2ccccc2)cnc1NC. As a reaction SMILES: [C:15](=[O:16])([O-:17])[O-:18].[CH2:1]([CH3:2])[O:3][C:4]([c:5]1[c:6]([NH:12][CH3:13])[n:7][cH:8][c:9]([Br:11])[cH:10]1)=[O:14].[CH2:30]1[O:31][CH2:32][CH2:33][O:34][CH2:35]1.[K+:19].[K+:20].[OH2:36].[OH:21][B:22]([OH:23])[c:24]1[cH:25][cH:26][cH:27][cH:28][cH:29]1>>[CH2:1]([CH3:2])[O:3][C:4]([c:5]1[c:6]([NH:12][CH3:13])[n:7][cH:8][c:9](-[c:24]2[cH:25][cH:26][cH:27][cH:28][cH:29]2)[cH:10]1)=[O:14]. Starting materials: CCOc1ccccc1C#N, CCO, NO. Yields the product CCOc1ccccc1C(N)=NO. Reaction SMILES: [CH2:3]([CH3:4])[O:5][c:6]1[c:7]([C:8]#[N:9])[cH:10][cH:11][cH:12][cH:13]1.[CH3:14][CH2:15][OH:16].[NH2:1][OH:2]>>[N:1]([OH:2])=[C:8]([c:7]1[c:6]([O:5][CH2:3][CH3:4])[cH:13][cH:12][cH:11][cH:10]1)[NH2:9]. Reactants: NC1=C(C=O)C=CC=C1 (2-aminobenzaldehyde), FC(OC1=C(C=CC=C1)CCC#N)F (3-(2-difluoromethoxyphenyl)propionitrile). Product: FC(OC1=C(CC=2C(=NC3=CC=CC=C3C2)N)C=CC=C1)F (3-[2-(difluoromethoxy)benzyl]quinolin-2-amine). Reaction SMILES: [NH2:1][C:2]1[CH:9]=[CH:8][CH:7]=[CH:6][C:3]=1[CH:4]=O.[F:10][CH:11]([F:23])[O:12][C:13]1[CH:18]=[CH:17][CH:16]=[CH:15][C:14]=1[CH2:19][CH2:20][C:21]#[N:22]>>[F:10][CH:11]([F:23])[O:12][C:13]1[CH:18]=[CH:17][CH:16]=[CH:15][C:14]=1[CH2:19][C:20]1[C:21]([NH2:22])=[N:1][C:2]2[C:3]([CH:4]=1)=[CH:6][CH:7]=[CH:8][CH:9]=2. Procedure: The title compound was synthesized according to EXAMPLE 11 from 2-aminobenzaldehyde and 3-(2-difluoromethoxyphenyl)propionitrile. Reactants: C(C1=CC=CC=C1)OC1=C(N(C=CC1=O)C)C(C1=CC=CC=C1)O (3-benzyloxy-1-methyl-2-(hydroxy-phenyl-methyl)-1H-pyridin-4-one). Reagents/catalysts: [Pd] (palladium on carbon). The solvent is CO (methanol). Product: OC1=C(N(C=CC1=O)C)C(C1=CC=CC=C1)O (3-hydroxy-1-methyl-2-(hydroxy-phenyl-methyl)-1H-pyridin-4-one). As a reaction SMILES: C([O:8][C:9]1[C:14](=[O:15])[CH:13]=[CH:12][N:11]([CH3:16])[C:10]=1[CH:17]([OH:24])[C:18]1[CH:23]=[CH:22][CH:21]=[CH:20][CH:19]=1)C1C=CC=CC=1>CO.[Pd]>[OH:8][C:9]1[C:14](=[O:15])[CH:13]=[CH:12][N:11]([CH3:16])[C:10]=1[CH:17]([OH:24])[C:18]1[CH:23]=[CH:22][CH:21]=[CH:20][CH:19]=1. Reported procedure: Under normal pressure and at room temperature, 0.643 g of 3-benzyloxy-1-methyl-2-(hydroxy-phenyl-methyl)-1H-pyridin-4-one is hydrogenated in 25 ml of methanol over 0.1 g of palladium on carbon (5%) until 1 mol of H2 per mol of starting material has been taken up. Removal of the catalyst and recrystallisation from methanol yield 3-hydroxy-1-methyl-2-(hydroxy-phenyl-methyl)-1H-pyridin-4-one. M.p.: 210°-213° C. Starting materials: F[B-](F)(F)F, CC1CCNCC1, Cc1c(C(=O)NC(CCCC(=O)O)c2cccc(C(F)(F)F)c2)cnn1-c1ccc(Cl)cc1, CN(C)C=O, CN(C)C(On1nnc2ccccc21)=[N+](C)C. Product: Cc1c(C(=O)NC(CCCC(=O)N2CCC(C)CC2)c2cccc(C(F)(F)F)c2)cnn1-c1ccc(Cl)cc1. Reaction SMILES: [B-:41]([F:42])([F:43])([F:44])[F:45].[CH3:34][CH:35]1[CH2:36][CH2:37][NH:38][CH2:39][CH2:40]1.[Cl:1][c:2]1[cH:3][cH:4][c:5](-[n:8]2[n:9][cH:10][c:11]([C:14](=[O:15])[NH:16][CH:17]([CH2:18][CH2:19][CH2:20][C:21](=[O:22])[OH:23])[c:24]3[cH:25][c:26]([C:30]([F:31])([F:32])[F:33])[cH:27][cH:28][cH:29]3)[c:12]2[CH3:13])[cH:6][cH:7]1.[O:63]=[CH:64][N:65]([CH3:66])[CH3:67].[n:46]1([O:47][C:48]([N:49]([CH3:50])[CH3:51])=[N+:52]([CH3:53])[CH3:54])[c:55]2[cH:56][cH:57][cH:58][cH:59][c:60]2[n:61][n:62]1>>[Cl:1][c:2]1[cH:3][cH:4][c:5](-[n:8]2[n:9][cH:10][c:11]([C:14](=[O:15])[NH:16][CH:17]([CH2:18][CH2:19][CH2:20][C:21](=[O:23])[N:38]3[CH2:37][CH2:36][CH:35]([CH3:34])[CH2:40][CH2:39]3)[c:24]3[cH:25][c:26]([C:30]([F:31])([F:32])[F:33])[cH:27][cH:28][cH:29]3)[c:12]2[CH3:13])[cH:6][cH:7]1. Reactants: ClC1=NC2=C(N=C3C(=C2C=C1)C=CC=C3)N (3-chlorobenzo[f][1,7]naphthyridin-5-amine), CNC (dimethylamine). Reaction conditions: temperature 100 celsius. The product is CN(C1=NC2=C(N=C3C(=C2C=C1)C=CC=C3)N)C (N3,N3-dimethylbenzo[f][1,7]naphthyridine-3,5-diamine). As a reaction SMILES: Cl[C:2]1[CH:11]=[CH:10][C:9]2[C:4](=[C:5]([NH2:16])[N:6]=[C:7]3[CH:15]=[CH:14][CH:13]=[CH:12][C:8]3=2)[N:3]=1.[CH3:17][NH:18][CH3:19]>>[CH3:17][N:18]([CH3:19])[C:2]1[CH:11]=[CH:10][C:9]2[C:4](=[C:5]([NH2:16])[N:6]=[C:7]3[CH:15]=[CH:14][CH:13]=[CH:12][C:8]3=2)[N:3]=1. Reported procedure: A solution of 3-chlorobenzo[f][1,7]naphthyridin-5-amine (Example 20) (1.0 eq.) was dissolved in 40% aqueous dimethylamine (0.26 M) and heated in a microwave reactor at 100° C. for 30 minutes. The reaction mixture was concentrated en vacuo, and the residue was purified by a COMBIFLASH® system (ISCO) using 0-90% ethyl acetate in hexane to give N3,N3-dimethylbenzo[f][1,7]naphthyridine-3,5-diamine. 1H NMR (methanol d-4): δ 8.63 (d, 1H), 8.20 (d, 1H), 7.55 (d, 1H), 7.41-7.45 (dd, 1H), 7.29-7.33 (dd, ... Reactants: O (water), ClC1=C2C(C=C(NC2=CC(=C1)Cl)C(=O)OC)=O (methyl 5,7-dichloro-4-oxo-1,4-dihydroquinoline-2-carboxylate), C(C1=CC=CC=C1)Br (benzyl bromide), C([O-])([O-])=O.[K+].[K+] (potassium carbonate). Solvent: CN(C=O)C (dimethyl-formamide). Run at time 16 hour. The product is C(C1=CC=CC=C1)OC1=CC(=NC2=CC(=CC(=C12)Cl)Cl)C(=O)OC (methyl 4-benzyloxy-5,7-dichloroquinoline-2-carboxylate). As a reaction SMILES: [Cl:1][C:2]1[CH:11]=[C:10]([Cl:12])[CH:9]=[C:8]2[C:3]=1[C:4](=[O:17])[CH:5]=[C:6]([C:13]([O:15][CH3:16])=[O:14])[NH:7]2.C(=O)([O-])[O-].[K+].[K+].[CH2:24](Br)[C:25]1[CH:30]=[CH:29][CH:28]=[CH:27][CH:26]=1.O>CN(C)C=O>[CH2:24]([O:17][C:4]1[C:3]2[C:8](=[CH:9][C:10]([Cl:12])=[CH:11][C:2]=2[Cl:1])[N:7]=[C:6]([C:13]([O:15][CH3:16])=[O:14])[CH:5]=1)[C:25]1[CH:30]=[CH:29][CH:28]=[CH:27][CH:26]=1 |f:1.2.3|. Procedure: To a suspension of methyl 5,7-dichloro-4-oxo-1,4-dihydroquinoline-2-carboxylate (3 g) in dry dimethyl-formamide (20 ml) was added potassium carbonate (6.1 g) followed by benzyl bromide (1.44 ml) and the mixture stirred at room temperature for 16 hours. The reaction mixture was poured into water (100 ml) and extracted with ethyl acetate (3×100 ml), the organic layers were combined and washed with water (2×100 ml), 1M hydrochloric acid (1×100 ml), brine (2×100 ml) and dried over magnesium sulphate... Reactants: CC1CC(=O)c2cc(F)c(C(F)(F)F)cc2N1C(=O)OCc1ccccc1, CCO. Product: CC1CC(=O)c2cc(F)c(C(F)(F)F)cc2N1. RXN SMILES: [CH2:1]([O:2][C:3](=[O:4])[N:11]1[CH:12]([CH3:27])[CH2:13][C:14](=[O:26])[c:15]2[cH:16][c:17]([F:25])[c:18]([C:21]([F:22])([F:23])[F:24])[cH:19][c:20]21)[c:5]1[cH:6][cH:7][cH:8][cH:9][cH:10]1.[CH3:28][CH2:29][OH:30]>>[NH:11]1[CH:12]([CH3:27])[CH2:13][C:14](=[O:26])[c:15]2[cH:16][c:17]([F:25])[c:18]([C:21]([F:22])([F:23])[F:24])[cH:19][c:20]21.